Dataset: the Open Reaction Database (ORD), a public repository of structured organic reaction records. Task: describe an organic reaction: reactants, conditions, products, and yield The reactants are C([O-])(O)=O.[Na+] (sodium bicarbonate), C([O-])(O)=O.[K+] (potassium bicarbonate), C1(O)=CC(O)=CC=C1 (resorcinol), C(=O)=O (carbon dioxide), Cl (hydrochloric acid). Solvent: O (water). Run at temperature 12.5 celsius. Yields the product OC1=C(C(=O)O)C=CC(=C1)O (2,4-dihydroxybenzoic acid). The yield is 88.8%. RXN SMILES: [C:1](=[O:4])(O)[O-:2].[Na+].C(=O)(O)[O-].[K+].[C:11]1([CH:18]=[CH:17][CH:16]=[C:14]([OH:15])[CH:13]=1)[OH:12].C(=O)=O.Cl>O>[OH:12][C:11]1[CH:13]=[C:14]([OH:15])[CH:16]=[CH:17][C:18]=1[C:1]([OH:2])=[O:4] |f:0.1,2.3|. Reported procedure: A 35-1 solids mixer was charged with 10 kg of sodium bicarbonate, 5 kg of potassium bicarbonate and 3.3 kg of resorcinol and heated with mixing to 120° C. in a stream of carbon dioxide. After 3 hours the contents were cooled down with mixing, and 28 l of water were added. The hot suspension at 60° C. was then discharged and brought to pH 3 at room temperature with 20 kg of concentrated hydrochloric acid. The suspension was cooled to 10-15° C. and filtered on a filter press, and the filter residu... Reported procedure: Crude 4-(5-chloro-2-(2-methoxypropan-2-yl)thiazolo[5,4-d]pyrimidin-7-yl)morpholine (60 mg) was reacted with tert-butyl methyl(5-(4,4,5,5-tetramethyl-1,3,2-dioxaborolan-2-yl)pyridin-2-yl)carbamate via general procedure A. This crude product was then treated with TFA to remove residual protecting group and purified via reverse phase HPLC to get 58.4 mg 102. MS (Q1) 401.2 (M)+. As a reaction SMILES: Cl[C:2]1[N:3]=[C:4]([N:16]2[CH2:21][CH2:20][O:19][CH2:18][CH2:17]2)[C:5]2[N:10]=[C:9]([C:11]([O:14][CH3:15])([CH3:13])[CH3:12])[S:8][C:6]=2[N:7]=1.[CH3:22][N:23]([C:31]1[CH:36]=[CH:35][C:34](B2OC(C)(C)C(C)(C)O2)=[CH:33][N:32]=1)C(=O)OC(C)(C)C.C(O)(C(F)(F)F)=O>>[CH3:15][O:14][C:11]([C:9]1[S:8][C:6]2[N:7]=[C:2]([C:34]3[CH:35]=[CH:36][C:31]([NH:23][CH3:22])=[N:32][CH:33]=3)[N:3]=[C:4]([N:16]3[CH2:21][CH2:20][O:19][CH2:18][CH2:17]3)[C:5]=2[N:10]=1)([CH3:13])[CH3:12]. The product is COC(C)(C)C=1SC=2N=C(N=C(C2N1)N1CCOCC1)C=1C=CC(=NC1)NC (5-(2-(2-methoxypropan-2-yl)-7-morpholinothiazolo[5,4-d]pyrimidin-5-yl)-N-methylpyridin-2-amine). Starting materials: ClC=1N=C(C2=C(N1)SC(=N2)C(C)(C)OC)N2CCOCC2 (4-(5-chloro-2-(2-methoxypropan-2-yl)thiazolo[5,4-d]pyrimidin-7-yl)morpholine), CN(C(OC(C)(C)C)=O)C1=NC=C(C=C1)B1OC(C(O1)(C)C)(C)C (tert-butyl methyl(5-(4,4,5,5-tetramethyl-1,3,2-dioxaborolan-2-yl)pyridin-2-yl)carbamate), crude product, C(=O)(C(F)(F)F)O (TFA). Reactants: S1C(=CC=C1)B(O)O (thiophene-2-boronic acid), BrC1=CC=C(C=C1)N1C(=NC2=CC=CC=C2C1=O)C(C)N(S(=O)(=O)C1=CC=C(C=C1)C(C)(C)C)C (N-{1-[3-(4-bromophenyl)-4-oxo-3,4-dihydroquinazolin-2-yl]ethyl}-4-tert-butyl-N-methylbenzenesulfonamide), BrC=1C=C2C(N(C(=NC2=CC1)C(C)N(S(=O)(=O)C1=CC=C(C=C1)C(C)(C)C)C)C1=CC=C(C=C1)C)=O (N-[1-(6-bromo-4-oxo-3-p-tolyl-3,4-dihydroquinazolin-2-yl)ethyl]-4-tert-butyl-N-methylbenzenesulfonamide). Product: C(C)(C)(C)C1=CC=C(C=C1)S(=O)(=O)N(C(C)C1=NC2=CC=CC=C2C(N1C1=CC=C(C=C1)N1CCOCC1)=O)C (4-tert-butyl-N-methyl-N-{1-[3-(4-morpholin-4-ylphenyl)-4-oxo-3,4-dihydroquinazolin-2-yl]ethyl}benzenesulfonamide). RXN SMILES: S1C=CC=C1B(O)[OH:7].Br[C:10]1[CH:15]=[CH:14][C:13]([N:16]2[C:25](=[O:26])[C:24]3[C:19](=[CH:20][CH:21]=[CH:22][CH:23]=3)[N:18]=[C:17]2[CH:27]([N:29]([CH3:43])[S:30]([C:33]2[CH:38]=[CH:37][C:36]([C:39]([CH3:42])([CH3:41])[CH3:40])=[CH:35][CH:34]=2)(=[O:32])=[O:31])[CH3:28])=[CH:12][CH:11]=1.BrC1C=C2[C:52](=[CH:53]C=1)[N:51]=[C:50]([CH:55](N(C)S(C1C=CC(C(C)(C)C)=CC=1)(=O)=O)C)N(C1C=CC(C)=CC=1)C2=O>>[C:39]([C:36]1[CH:35]=[CH:34][C:33]([S:30]([N:29]([CH3:43])[CH:27]([C:17]2[N:16]([C:13]3[CH:14]=[CH:15][C:10]([N:51]4[CH2:50][CH2:55][O:7][CH2:53][CH2:52]4)=[CH:11][CH:12]=3)[C:25](=[O:26])[C:24]3[C:19](=[CH:20][CH:21]=[CH:22][CH:23]=3)[N:18]=2)[CH3:28])(=[O:31])=[O:32])=[CH:38][CH:37]=1)([CH3:40])([CH3:41])[CH3:42]. Procedure: In a similar manner as described above in Paragraph A, but replacing phenyl boronic acid with thiophene-2-boronic acid and N-{1-[3-(4-bromophenyl)-4-oxo-3,4-dihydroquinazolin-2-yl]ethyl}-4-tert-butyl-N-methylbenzenesulfonamide with N-[1-(6-bromo-4-oxo-3-p-tolyl-3,4-dihydroquinazolin-2-yl)ethyl]-4-tert-butyl-N-methylbenzenesulfonamide, the following compound was made: Reactants: [Li]CCCC, C1CCOC1, CC(C)CC=O, c1ccc2scnc2c1. Product: CC(C)CC(O)c1nc2ccccc2s1. As a reaction SMILES: [CH2:1]([Li:2])[CH2:3][CH2:4][CH3:5].[CH2:21]1[O:22][CH2:23][CH2:24][CH2:25]1.[CH:15]([CH2:16][CH:17]([CH3:18])[CH3:19])=[O:20].[cH:6]1[cH:7][cH:8][c:9]2[s:10][cH:11][n:12][c:13]2[cH:14]1>>[cH:6]1[cH:7][cH:8][c:9]2[s:10][c:11]([CH:15]([CH2:16][CH:17]([CH3:18])[CH3:19])[OH:20])[n:12][c:13]2[cH:14]1. The reactants are [OH-].[K+] (KOH), C(CCCCC)OC1=CC=C(C=O)C=C1 (4-n-hexoxybenzaldehyde), C(C)OC(C(C(=O)OCC)(CO)CO)=O (bis-hydroxymethyl-malonic acid-diethyl ester), C1(=CC=C(C=C1)S(=O)(=O)O)C (p-toluenesulfonic acid). Run in C(C)O (ethanol), CCCCCC (n-hexane), C1=CC=CC=C1 (benzene). Conditions: temperature 0 celsius, time 8 hour. Product: C(CCCCC)OC1=CC=C(C=C1)C1OCC(CO1)C(=O)O (2-(4-n-hexoxyphenyl)-1,3-dioxane-5-carboxylic acid). As a reaction SMILES: [CH2:1]([O:7][C:8]1[CH:15]=[CH:14][C:11]([CH:12]=[O:13])=[CH:10][CH:9]=1)[CH2:2][CH2:3][CH2:4][CH2:5][CH3:6].C([O:18][C:19](=[O:30])[C:20](CO)([CH2:26]O)[C:21](OCC)=[O:22])C.C1(C)C=CC(S(O)(=O)=O)=CC=1.[OH-].[K+]>C1C=CC=CC=1.C(O)C.CCCCCC>[CH2:1]([O:7][C:8]1[CH:15]=[CH:14][C:11]([CH:12]2[O:22][CH2:21][CH:20]([C:19]([OH:30])=[O:18])[CH2:26][O:13]2)=[CH:10][CH:9]=1)[CH2:2][CH2:3][CH2:4][CH2:5][CH3:6] |f:3.4|. Reported procedure: 20.6 g (0.1 mol) 4-n-hexoxybenzaldehyde and 24.2 g (0.11 mol) bis-hydroxymethyl-malonic acid-diethyl ester are heated in 150 ml benzene in a corresponding amount of 0.2 g p-toluenesulfonic acid, while stirring for 8 hours. After cooling, the benzene is carefully washed with 2% NaHCO3 solution, then with water, and then distilled under vacuum (rotating evaporator), with the residue being recrystallized from alcohol (2-(4-n-hexoxyphenyl)-1,3-dioxane-5,5-dicarboxylic acid-diethyl ester I). The yiel... Starting materials: N#CC1CC(F)CN1C(=O)CN(C(=O)OCc1ccccc1)C12CCC(C(=O)On3nnc4ccccc43)(CC1)CC2, C1CCNCC1. Product: N#CC1CC(F)CN1C(=O)CN(C(=O)OCc1ccccc1)C12CCC(C(=O)N3CCCCC3)(CC1)CC2. RXN SMILES: [CH2:1]([c:2]1[cH:3][cH:4][cH:5][cH:6][cH:7]1)[O:8][C:9](=[O:10])[N:11]([C:12]12[CH2:13][CH2:14][C:15]([C:20](=[O:21])[O:22][n:23]3[c:24]4[cH:25][cH:26][cH:27][cH:28][c:29]4[n:30][n:31]3)([CH2:16][CH2:17]1)[CH2:18][CH2:19]2)[CH2:32][C:33](=[O:34])[N:35]1[CH:36]([C:41]#[N:42])[CH2:37][CH:38]([F:40])[CH2:39]1.[CH2:43]1[CH2:44][CH2:45][NH:46][CH2:47][CH2:48]1>>[CH2:1]([c:2]1[cH:3][cH:4][cH:5][cH:6][cH:7]1)[O:8][C:9](=[O:10])[N:11]([C:12]12[CH2:13][CH2:14][C:15]([C:20](=[O:21])[N:46]3[CH2:45][CH2:44][CH2:43][CH2:48][CH2:47]3)([CH2:16][CH2:17]1)[CH2:18][CH2:19]2)[CH2:32][C:33](=[O:34])[N:35]1[CH:36]([C:41]#[N:42])[CH2:37][CH:38]([F:40])[CH2:39]1. Starting materials: CCOC(=O)C1(NC(=O)c2cccc(C)c2C)Cc2ccccc2C1, CCO, [K+], [OH-], O. The product is Cc1cccc(C(=O)NC2(C(=O)O)Cc3ccccc3C2)c1C. As a reaction SMILES: [CH2:1]([CH3:2])[O:3][C:4](=[O:5])[C:6]1([NH:15][C:16]([c:17]2[c:18]([CH3:24])[c:19]([CH3:23])[cH:20][cH:21][cH:22]2)=[O:25])[CH2:7][c:8]2[cH:9][cH:10][cH:11][cH:12][c:13]2[CH2:14]1.[CH3:28][CH2:29][OH:30].[K+:27].[OH-:26].[OH2:31]>>[O:3]=[C:4]([OH:5])[C:6]1([NH:15][C:16]([c:17]2[c:18]([CH3:24])[c:19]([CH3:23])[cH:20][cH:21][cH:22]2)=[O:25])[CH2:7][c:8]2[cH:9][cH:10][cH:11][cH:12][c:13]2[CH2:14]1.